Dataset: the Open Reaction Database (ORD), a public repository of structured organic reaction records. Task: describe an organic reaction: reactants, conditions, products, and yield Reactants: CC(C)(C)[Si](C)(C)Oc1ccc(-c2noc(C3(CO)CC3)c2-c2ccccc2)cc1, CCCC[N+](CCCC)(CCCC)CCCC, [F-], C1CCOC1. Yields the product OCC1(c2onc(-c3ccc(O)cc3)c2-c2ccccc2)CC1. RXN SMILES: [C:1]([Si:2]([CH3:3])([CH3:4])[O:6][c:7]1[cH:8][cH:9][c:10](-[c:13]2[n:14][o:15][c:16]([C:24]3([CH2:27][OH:28])[CH2:25][CH2:26]3)[c:17]2-[c:18]2[cH:19][cH:20][cH:21][cH:22][cH:23]2)[cH:11][cH:12]1)([CH3:5])([CH3:29])[CH3:30].[CH3:32][CH2:33][CH2:34][CH2:35][N+:36]([CH2:37][CH2:38][CH2:39][CH3:40])([CH2:41][CH2:42][CH2:43][CH3:44])[CH2:45][CH2:46][CH2:47][CH3:48].[F-:31].[O:49]1[CH2:50][CH2:51][CH2:52][CH2:53]1>>[OH:6][c:7]1[cH:8][cH:9][c:10](-[c:13]2[n:14][o:15][c:16]([C:24]3([CH2:27][OH:28])[CH2:25][CH2:26]3)[c:17]2-[c:18]2[cH:19][cH:20][cH:21][cH:22][cH:23]2)[cH:11][cH:12]1. Reactants: O=C(O)COc1ccc(F)cc1Br, CC(C)NNC(=O)c1ccsc1, CCN(C(C)C)C(C)C, CN(C)C=O. Yields the product CC(C)N(NC(=O)c1ccsc1)C(=O)COc1ccc(F)cc1Br. As a reaction SMILES: [Br:1][c:2]1[c:3]([O:4][CH2:5][C:6](=[O:7])[OH:8])[cH:9][cH:10][c:11]([F:13])[cH:12]1.[CH:14]([CH3:15])([CH3:16])[NH:17][NH:18][C:19](=[O:20])[c:21]1[cH:22][s:23][cH:24][cH:25]1.[CH:26]([N:27]([CH:28]([CH3:29])[CH3:30])[CH2:31][CH3:32])([CH3:33])[CH3:34].[O:35]=[CH:36][N:37]([CH3:38])[CH3:39]>>[Br:1][c:2]1[c:3]([O:4][CH2:5][C:6](=[O:8])[N:17]([CH:14]([CH3:15])[CH3:16])[NH:18][C:19](=[O:20])[c:21]2[cH:22][s:23][cH:24][cH:25]2)[cH:9][cH:10][c:11]([F:13])[cH:12]1. Starting materials: C(C)(=O)OCCN1C(=NC2=C1C=CC1=C(C2C=2C(NC(N(C2)C)=O)=O)C=CC(=C1)Cl)C ((±)-5-(1-(2-Acetyloxyethyl)-7-chloro-2-methyl-4H-benzo[5,6]cyclohepta[1,2-d]imidazol-4-yl)-1-methyl-2,4(1H,3H)-pyrimidinedione), COC=1C=CC(=CC1)P2(=S)SP(=S)(S2)C=3C=CC(=CC3)OC (Lawesson's reagent). The product is C(C)(=O)OCCN1C(=NC2=C1C=CC1=C(C2C=2C(NC(N(C2)C)=O)=S)C=CC(=C1)Cl)C ((±)-5-(1-(2-Acetyloxyethyl)-7-chloro-2-methyl-4H-benzo[5,6]cyclohepta[1,2-d]imidazol-4-yl)-1-methyl-3,4-dihydro-4-thioxo-2(1H)-pyrimidinone). RXN SMILES: [C:1]([O:4][CH2:5][CH2:6][N:7]1[C:11]2[CH:12]=[CH:13][C:14]3[CH:29]=[C:28]([Cl:30])[CH:27]=[CH:26][C:15]=3[CH:16]([C:17]3[C:18](=O)[NH:19][C:20](=[O:24])[N:21]([CH3:23])[CH:22]=3)[C:10]=2[N:9]=[C:8]1[CH3:31])(=[O:3])[CH3:2].COC1C=CC(P2(SP(C3C=CC(OC)=CC=3)(=S)S2)=[S:41])=CC=1>>[C:1]([O:4][CH2:5][CH2:6][N:7]1[C:11]2[CH:12]=[CH:13][C:14]3[CH:29]=[C:28]([Cl:30])[CH:27]=[CH:26][C:15]=3[CH:16]([C:17]3[C:18](=[S:41])[NH:19][C:20](=[O:24])[N:21]([CH3:23])[CH:22]=3)[C:10]=2[N:9]=[C:8]1[CH3:31])(=[O:3])[CH3:2]. Procedure: The title compound was prepared from the product of step (iv) (0.3 g) and Lawesson's reagent (1.376 g) according to the method of example 34 step (iv). Purification was by biotage chromatography on silica eluting with 3% methanol in dichloromethane with 1% 0.880 ammonia present to give a yellow glass. The reactants are COC(=O)c1ccc(-c2ccc(CCN(CC(O)c3cccnc3)C(=O)OC(C)(C)C)cc2)cc1OCC(C)C, CO, [Na+], C1CCOC1, [OH-]. Yields the product CC(C)COc1cc(-c2ccc(CCN(CC(O)c3cccnc3)C(=O)OC(C)(C)C)cc2)ccc1C(=O)O. Reaction SMILES: [C:1]([CH3:2])([CH3:3])([CH3:4])[O:5][C:6](=[O:7])[N:8]([CH2:9][CH2:10][c:11]1[cH:12][cH:13][c:14](-[c:17]2[cH:18][c:19]([O:27][CH2:28][CH:29]([CH3:30])[CH3:31])[c:20]([C:23](=[O:24])[O:25][CH3:26])[cH:21][cH:22]2)[cH:15][cH:16]1)[CH2:32][CH:33]([c:34]1[cH:35][n:36][cH:37][cH:38][cH:39]1)[OH:40].[CH3:43][OH:44].[Na+:42].[O:45]1[CH2:46][CH2:47][CH2:48][CH2:49]1.[OH-:41]>>[C:1]([CH3:2])([CH3:3])([CH3:4])[O:5][C:6](=[O:7])[N:8]([CH2:9][CH2:10][c:11]1[cH:12][cH:13][c:14](-[c:17]2[cH:18][c:19]([O:27][CH2:28][CH:29]([CH3:30])[CH3:31])[c:20]([C:23](=[O:24])[OH:25])[cH:21][cH:22]2)[cH:15][cH:16]1)[CH2:32][CH:33]([c:34]1[cH:35][n:36][cH:37][cH:38][cH:39]1)[OH:40]. The reactants are NNc1cc(Br)ccn1, CC(C)N=C=O, ClCCl. Yields the product CC(C)NC(=O)NNc1cc(Br)ccn1. As a reaction SMILES: [Br:1][c:2]1[cH:3][c:4]([NH:8][NH2:9])[n:5][cH:6][cH:7]1.[CH:10]([CH3:11])([CH3:12])[N:13]=[C:14]=[O:15].[Cl:16][CH2:17][Cl:18]>>[Br:1][c:2]1[cH:3][c:4]([NH:8][NH:9][C:14]([NH:13][CH:10]([CH3:11])[CH3:12])=[O:15])[n:5][cH:6][cH:7]1.